Dataset: the Open Reaction Database (ORD), a public repository of structured organic reaction records. Task: describe an organic reaction: reactants, conditions, products, and yield Starting materials: CN(C(=O)Cl)c1ccccc1, CN(C)C=O, C1CN2CCN1CC2, O, O=C(Nc1ccc(O)nc1)c1ccccc1. Product: CN(C(=O)Oc1ccc(NC(=O)c2ccccc2)cn1)c1ccccc1. As a reaction SMILES: [CH3:17][N:18]([C:19](=[O:20])[Cl:21])[c:22]1[cH:23][cH:24][cH:25][cH:26][cH:27]1.[CH3:37][N:38]([CH3:39])[CH:40]=[O:41].[N:28]12[CH2:29][CH2:30][N:31]([CH2:32][CH2:33]1)[CH2:34][CH2:35]2.[OH2:36].[OH:1][c:2]1[cH:3][cH:4][c:5]([NH:8][C:9]([c:10]2[cH:11][cH:12][cH:13][cH:14][cH:15]2)=[O:16])[cH:6][n:7]1>>[O:1]([c:2]1[cH:3][cH:4][c:5]([NH:8][C:9]([c:10]2[cH:11][cH:12][cH:13][cH:14][cH:15]2)=[O:16])[cH:6][n:7]1)[C:19]([N:18]([CH3:17])[c:22]1[cH:23][cH:24][cH:25][cH:26][cH:27]1)=[O:20].